This data is from the Open Reaction Database (ORD), a public repository of structured organic reaction records. The task is: describe an organic reaction: reactants, conditions, products, and yield Starting materials: COCCC(C)(OC)OC (1,3,3-trimethoxy butane), Cl.ClC1=C(N)C=CC=C1 (2-chloroaniline hydrochloride), ferric chloride hexahydrate, 2B. Reagents/catalysts: [Cl-].[Zn+2].[Cl-] (zinc chloride). The solvent is C(C)O (ethanol). Run at temperature 60 celsius, time 8 hour. The product is ClC=1C=CC=C2C(=CC=NC12)C (8-Chlorolepidine). Reaction SMILES: Cl.[Cl:2][C:3]1[CH:9]=[CH:8][CH:7]=[CH:6][C:4]=1[NH2:5].CO[CH2:12][CH2:13][C:14](OC)(OC)[CH3:15]>[Cl-].[Zn+2].[Cl-].C(O)C>[Cl:2][C:3]1[CH:9]=[CH:8][CH:7]=[C:6]2[C:4]=1[N:5]=[CH:12][CH:13]=[C:14]2[CH3:15] |f:0.1,3.4.5|. Procedure details: Commercially available 2-chloroaniline (200 g, 1.56 mol) was dissolved in 600 ml ethanol, and dry HCl gas was bubbled through for 10 minutes to give 2-chloroaniline hydrochloride. A new flask was charged with 2-chloroaniline hydrochloride (130 g, 0.793 mol), ferric chloride hexahydrate (25.7 g, 0.095 mol), anhydrous zinc chloride (10.9 g, 0.0799 mol) and 500 ml 2B ethanol. The mixture was heated to 60° C. for 10 minutes and 1,3,3-trimethoxy butane was added dropwise over a period of one hour. Th... Starting materials: [H-].[Al+3].[Li+].[H-].[H-].[H-] (lithium aluminum hydride), [Al] (aluminum), O1CCCC1 (tetrahydrofuran), O1CCCC1 (tetrahydrofuran), C(=O)N1CCN=C(C2=C1C=CC(=C2)Cl)C2=CC=CC=C2 (1-formyl-5-phenyl-7-chloro-2,3-dihydro-1H-1,4-benzodiazepine), 1-methyl-5-phenyl-7-chloro-1,2,4,5-tetrahydro-1H-benzodiazepine. Run in O (water), O (water). Reaction conditions: temperature 55 celsius, time 1 hour. Yields the product CN1CCNC(C2=C1C=CC(=C2)Cl)C2=CC=CC=C2 (1-methyl-5-phenyl-7-chloro-1,2,4,5-tetrahydro-3H-1,4-benzodiazepine). Reaction SMILES: [H-].[Al+3].[Li+].[H-].[H-].[H-].O1CCCC1.[CH:12]([N:14]1[C:20]2[CH:21]=[CH:22][C:23]([Cl:25])=[CH:24][C:19]=2[C:18]([C:26]2[CH:31]=[CH:30][CH:29]=[CH:28][CH:27]=2)=[N:17][CH2:16][CH2:15]1)=O.[Al]>O>[CH3:12][N:14]1[C:20]2[CH:21]=[CH:22][C:23]([Cl:25])=[CH:24][C:19]=2[CH:18]([C:26]2[CH:27]=[CH:28][CH:29]=[CH:30][CH:31]=2)[NH:17][CH2:16][CH2:15]1 |f:0.1.2.3.4.5|. Procedure details: To a suspension of 400 mg. of lithium aluminum hydride in 10 ml. of tetrahydrofuran is added a solution of 600 mg. of 1-formyl-5-phenyl-7-chloro-2,3-dihydro-1H-1,4-benzodiazepine in 40 ml. of tetrahydrofuran at a room temperature. After the reaction mixture is stirred for one hour at 55° C., water is added thereto carefully. The addition of water is stopped when an aluminum compound begin to precipitate on the bottom of the flask, and the precipitate is removed by filtration. The filtrate is con... Starting materials: N#Cc1ccc(CCN2CCC3(CC2)CO3)cc1, O=C([O-])[O-], CN(C)C=O, [K+], [K+], C1COCCOCCOCCOCCOCCO1, O=Cc1ccc(O)cc1. Yields the product N#Cc1ccc(CCN2CCC(O)(COc3ccc(C=O)cc3)CC2)cc1. RXN SMILES: [C:1](#[N:2])[c:3]1[cH:4][cH:5][c:6]([CH2:9][CH2:10][N:11]2[CH2:12][CH2:13][C:14]3([O:15][CH2:16]3)[CH2:17][CH2:18]2)[cH:7][cH:8]1.[C:28](=[O:29])([O-:30])[O-:31].[CH3:52][N:53]([CH3:54])[CH:55]=[O:56].[K+:32].[K+:33].[O:34]1[CH2:35][CH2:36][O:37][CH2:38][CH2:39][O:40][CH2:41][CH2:42][O:43][CH2:44][CH2:45][O:46][CH2:47][CH2:48][O:49][CH2:50][CH2:51]1.[OH:19][c:20]1[cH:21][cH:22][c:23]([CH:24]=[O:25])[cH:26][cH:27]1>>[C:1](#[N:2])[c:3]1[cH:4][cH:5][c:6]([CH2:9][CH2:10][N:11]2[CH2:12][CH2:13][C:14]([OH:15])([CH2:16][O:19][c:20]3[cH:21][cH:22][c:23]([CH:24]=[O:25])[cH:26][cH:27]3)[CH2:17][CH2:18]2)[cH:7][cH:8]1. The reactants are CC(C)=C (Isobutylene), S(O)(O)(=O)=O (sulfuric acid), O1CCOCC1 (Dioxane), BrC(C(=O)O)C (2-bromopropionic acid). Solvent: ClCCl (dichloromethane). Conditions: temperature -10 celsius, time 5 minute. Product: BrC(C(=O)OC(C)(C)C)C (t-butyl bromopropionate). The yield is 26.7%. As a reaction SMILES: [CH3:1][C:2](=[CH2:4])[CH3:3].O1CCOCC1.[Br:11][CH:12]([CH3:16])[C:13]([OH:15])=[O:14].S(=O)(=O)(O)O>ClCCl>[Br:11][CH:12]([CH3:16])[C:13]([O:15][C:2]([CH3:3])([CH3:1])[CH3:4])=[O:14]. Reported procedure: Isobutylene (2.4 g, 42.8 mmoles) was condensed into a pressure bottle at −15° C. Dioxane (6 mL) and 2-bromopropionic acid (3.5 mL, 38.9 mmoles) were added and the mixture was stirred for 5 min, warmed to −10° C., and concentrated sulfuric acid (250 μL) was added. The bottle was scaled, the reaction mixture was stirred overnight at room temperature, and the bottle was then opened and the contents poured into dichloromethane (50 mL). The solution was washed with 2096 potassium carbonate (50 mL), w... Procedure: Benzaldehyde oxime (174 mg, 1434 μmol) in DMF (7 mL) was added to a stirred suspension of NaH (60% dispersion in mineral oil (57 mg, 1434 μmol)) in dioxane (7 mL) under a N2 atmosphere. The mixture was stirred for approximately 30 minutes before being cooled to 0° C. Ethyl 1-(4-chloro-2-(3-ethoxy-3-oxoprop-1-ynyl)phenyl)cyclobutanecarboxylate (400 mg, 1195 μmol) in DMF (7 mL) was added via syringe, and the reaction was stirred at 0° C. for 1 hour. The reaction was quenched with water, and extrac... Yields the product ClC=1C=C2C(=C(C(C3(C2=CC1)CCC3)=O)C(=O)OCC)O (Ethyl 6′-chloro-4′-hydroxy-2′-oxo-spiro[cyclobutane-1,1′-naphthalen]-3′-carboxylate). The yield is 42.3%. Reaction SMILES: C(=N[OH:9])C1C=CC=CC=1.[H-].[Na+].[Cl:12][C:13]1[CH:18]=[CH:17][C:16]([C:19]2([C:23](OCC)=[O:24])[CH2:22][CH2:21][CH2:20]2)=[C:15]([C:28]#[C:29][C:30]([O:32][CH2:33][CH3:34])=[O:31])[CH:14]=1>CN(C=O)C.O1CCOCC1>[Cl:12][C:13]1[CH:14]=[C:15]2[C:16](=[CH:17][CH:18]=1)[C:19]1([CH2:22][CH2:21][CH2:20]1)[C:23](=[O:24])[C:29]([C:30]([O:32][CH2:33][CH3:34])=[O:31])=[C:28]2[OH:9] |f:1.2|. Run in CN(C)C=O (DMF), CN(C)C=O (DMF), O1CCOCC1 (dioxane). Run at temperature 0 celsius, time 30 minute. The reactants are ClC1=CC(=C(C=C1)C1(CCC1)C(=O)OCC)C#CC(=O)OCC (Ethyl 1-(4-chloro-2-(3-ethoxy-3-oxoprop-1-ynyl)phenyl)cyclobutanecarboxylate), C(C1=CC=CC=C1)=NO (Benzaldehyde oxime), [H-].[Na+] (NaH), oil.